Dataset: the Open Reaction Database (ORD), a public repository of structured organic reaction records. Task: describe an organic reaction: reactants, conditions, products, and yield Product: CC1(C)OC(=C2C(=O)Nc3cc(I)ccc32)C=C1N1CCOCC1. RXN SMILES: [Br:1][c:2]1[cH:3][cH:4][c:5]2[c:9]([cH:10]1)[NH:8][C:7](=[O:11])[C:6]2=[C:12]1[O:13][C:14]([CH3:23])([CH3:24])[C:15]([N:17]2[CH2:18][CH2:19][O:20][CH2:21][CH2:22]2)=[CH:16]1.[CH2:29]1[O:30][CH2:31][CH2:32][O:33][CH2:34]1.[Cu:27][I:28].[I-:26].[Na+:25]>>[c:2]1([I:26])[cH:3][cH:4][c:5]2[c:9]([cH:10]1)[NH:8][C:7](=[O:11])[C:6]2=[C:12]1[O:13][C:14]([CH3:23])([CH3:24])[C:15]([N:17]2[CH2:18][CH2:19][O:20][CH2:21][CH2:22]2)=[CH:16]1. Starting materials: CC1(C)OC(=C2C(=O)Nc3cc(Br)ccc32)C=C1N1CCOCC1, C1COCCO1, [Cu]I, [I-], [Na+]. Reaction SMILES: CC1=CC=C(N)N=C1.[C-]#[N+]C1CCCCC1.ClCCN(CCCl)C1=CC=C(C=O)C=C1>>CC1=CN2C(C=C1)=NC(=C2NC1CCCCC1)C1=CC=C(C=C1)N(CCCl)CCCl. Reagents/catalysts: O=C(O)C(F)(F)F (trifluoroacetic acid). The reactants are C(C[Cl])N(CC[Cl])c1ccc(C=O)cc1, CC1=CN=C(C=C1)N, [C-]#[N+]C1CCCCC1. Run at temperature 22 celsius, time 20 hour. The solvent is CC(C)O (isopropyl alcohol), CC(C)O (isopropylalcohol). Yield: 0.9%. Yields the product Cc1ccc2nc(c3ccc(cc3)N(CC[Cl])CC[Cl])c(NC3CCCCC3)n2c1. Starting materials: CS(=O)C1=NSC(=N1)N1CCCC1 (3-methylsulfinyl-5-(pyrrolidin-1-yl)-1,2,4-thiadiazole), CS(=O)(=O)C1=NSC(=N1)N1CCCC1 (3-methylsulfonyl-5-(pyrrolidin-1-yl)-1,2,4-thiadiazole), CSC1=NSC(=N1)N1CCCC1 (3-methylthio-5-(pyrrolidin-1-yl)-1,2,4-thiadiazole), ClC1=CC(=CC=C1)C(=O)OO (3-chloroperbenzoic acid), C(C#CC)O (2-butyn-1-ol), [H-].[Na+] (sodium hydride), CS(=O)C1=NSC(=N1)N1CCCC1 (3-methylsulfinyl-5-(pyrrolidin-1-yl)-1,2,4-thiadiazole), CS(=O)(=O)C1=NSC(=N1)N1CCCC1 (3-methylsulfonyl-5-(pyrrolidin-1-yl)-1,2,4-thiadiazole), ClC1=NC(=NS1)SC (5-chloro-3-methylthio-1,2,4-thiadiazole), N1CCCC1 (pyrrolidine). Solvent: C(Cl)(Cl)Cl (chloroform), CN(C=O)C (N,N-dimethylformamide), COC(C)(C)C (tert-butyl methyl ether), CN(C=O)C (N,N-dimethylformamide). Conditions: time 6 hour. Yields the product C(C#CC)OC1=NSC(=N1)N1CCCC1 (3-(2-butynyloxy)-5-(pyrrolidin-1-yl)-1,2,4-thiadiazole). RXN SMILES: ClC1SN=C(SC)N=1.N1CCCC1.CS[C:16]1[N:20]=[C:19]([N:21]2[CH2:25][CH2:24][CH2:23][CH2:22]2)[S:18][N:17]=1.Cl[C:27]1C=CC=[C:29]([C:33](OO)=[O:34])[CH:28]=1.CS(C1N=C(N2CCCC2)SN=1)=O.CS(C1N=C(N2CCCC2)SN=1)(=O)=O.C(O)C#CC.[H-].[Na+]>CN(C)C=O.COC(C)(C)C.C(Cl)(Cl)Cl>[CH2:33]([O:34][C:16]1[N:20]=[C:19]([N:21]2[CH2:25][CH2:24][CH2:23][CH2:22]2)[S:18][N:17]=1)[C:29]#[C:28][CH3:27] |f:7.8|. Procedure: In 4 ml of N,N-dimethylformamide was dissolved 333 mg of 5-chloro-3-methylthio-1,2,4-thiadiazole, and 142 mg of pyrrolidine was added dropwise at room temperature. The mixture was stirred for 6 hours. The reaction mixture was diluted with tert-butyl methyl ether, and extracted with tert-butyl methyl ether after the addition of 10% hydrochloric acid. The organic layer was washed with water, dried over anhydrous sodium sulfate, and concentrated under reduced pressure to obtain a crude 3-methylthio... The reactants are CCOCC, Cc1nc(-c2cc3nccc(Cl)c3s2)sc1C(=O)O, ClCCCl, CN(C)C=O, O=S(Cl)Cl. Product: Cc1nc(-c2cc3nccc(Cl)c3s2)sc1C(=O)Cl. Reaction SMILES: [CH2:33]([O:34][CH2:35][CH3:36])[CH3:37].[Cl:1][c:2]1[c:3]2[c:4]([n:5][cH:6][cH:7]1)[cH:8][c:9](-[c:11]1[s:12][c:13]([C:17](=[O:18])[OH:19])[c:14]([CH3:16])[n:15]1)[s:10]2.[Cl:20][CH2:21][CH2:22][Cl:23].[O:24]=[CH:25][N:26]([CH3:27])[CH3:28].[S:29]([Cl:30])([Cl:31])=[O:32]>>[Cl:1][c:2]1[c:3]2[c:4]([n:5][cH:6][cH:7]1)[cH:8][c:9](-[c:11]1[s:12][c:13]([C:17](=[O:19])[Cl:20])[c:14]([CH3:16])[n:15]1)[s:10]2. Reactants: CCCCC=C1CCCC1=O, I, O=C1CCCC1. Product: CCCCCC1=CCCC1=O. As a reaction SMILES: [CH:1]([CH2:2][CH2:3][CH2:4][CH3:5])=[C:6]1[C:7](=[O:11])[CH2:8][CH2:9][CH2:10]1.[I:18].[O:12]=[C:13]1[CH2:14][CH2:15][CH2:16][CH2:17]1>>[CH2:1]([CH2:2][CH2:3][CH2:4][CH3:5])[C:6]1=[CH:10][CH2:9][CH2:8][C:7]1=[O:11]. The reactants are CCN(Cc1cn(S(=O)(=O)N(C)C)cn1)c1ccnc(Cl)n1, CN(C)C=O, [H-], [Na+], Oc1ccccc1. Yields the product CCN(Cc1cn(S(=O)(=O)N(C)C)cn1)c1ccnc(Oc2ccccc2)n1. Reaction SMILES: [CH3:10][N:11]([S:12](=[O:13])(=[O:14])[n:15]1[cH:16][n:17][c:18]([CH2:20][N:21]([CH2:22][CH3:23])[c:24]2[n:25][c:26]([Cl:30])[n:27][cH:28][cH:29]2)[cH:19]1)[CH3:31].[CH3:32][N:33]([CH3:34])[CH:35]=[O:36].[H-:1].[Na+:2].[OH:3][c:4]1[cH:5][cH:6][cH:7][cH:8][cH:9]1>>[O:3]([c:4]1[cH:5][cH:6][cH:7][cH:8][cH:9]1)[c:26]1[n:25][c:24]([N:21]([CH2:20][c:18]2[n:17][cH:16][n:15]([S:12]([N:11]([CH3:10])[CH3:31])(=[O:13])=[O:14])[cH:19]2)[CH2:22][CH3:23])[cH:29][cH:28][n:27]1. Reactants: CON(C(CCCN(C(OC(C)(C)C)=O)C)=O)C (tert-butyl {4-[methoxy(methyl)amino]-4-oxobutyl}methylcarbamate), C(O)([O-])=O.[Na+] (sodium hydrogencarbonate), BrC1=CC=C(N([Si](C)(C)C)[Si](C)(C)C)C=C1 (4-Bromo-N,N-bis(trimethylsilyl)aniline), [F-].C(CCC)[N+](CCCC)(CCCC)CCCC (tetrabutylammonium fluoride). Run in O1CCCC1 (tetrahydrofuran), O (water), O1CCCC1 (tetrahydrofuran). Reaction conditions: time 2 hour. The product is NC1=CC=C(C=C1)C(CCCN(C(OC(C)(C)C)=O)C)=O (tert-Butyl [4-(4-aminophenyl)-4-oxobutyl]methylcarbamate). Yield: 93.1%. Reaction SMILES: Br[C:2]1[CH:16]=[CH:15][C:5]([N:6]([Si](C)(C)C)[Si](C)(C)C)=[CH:4][CH:3]=1.CON(C)[C:20](=[O:33])[CH2:21][CH2:22][CH2:23][N:24]([CH3:32])[C:25](=[O:31])[O:26][C:27]([CH3:30])([CH3:29])[CH3:28].[F-].C([N+](CCCC)(CCCC)CCCC)CCC.C(=O)([O-])O.[Na+]>O1CCCC1.O>[NH2:6][C:5]1[CH:15]=[CH:16][C:2]([C:20](=[O:33])[CH2:21][CH2:22][CH2:23][N:24]([CH3:32])[C:25](=[O:31])[O:26][C:27]([CH3:30])([CH3:28])[CH3:29])=[CH:3][CH:4]=1 |f:2.3,4.5|. Procedure: 4-Bromo-N,N-bis(trimethylsilyl)aniline (1.64 mL, 5.82 mmol) was dissolved in tetrahydrofuran (9 mL), and a 1.6 N n-butyllithium-hexane solution (3.23 mL, 5.33 mmol) was added at −78° C. A solution of tert-butyl {4-[methoxy(methyl)amino]-4-oxobutyl}methylcarbamate (1.26 g, 4.85 mmol) in tetrahydrofuran (9 mL) was further added at −78° C. The temperature was increased to room temperature, water (2 mL) was added, then 1 N tetrabutylammonium fluoride (10 mL, 10 mmol) was added, and the mixture was s... The reactants are [OH-].[Na+] (NaOH), COC(\C=C\C=C(/C)\C1=CC=C(C=C1)OC)=O ((E,E)-5-(4-methoxyphenyl)-2,4-hexadienoic acid methyl ester). Run in CO (methanol). Conditions: time 2.5 hour. Yields the product COC1=CC=C(C=C1)/C(=C/C=C/C(=O)O)/C ((E,E)-5-(4-methoxyphenyl)-2,4-hexadienoic acid). Yield: 95.5%. RXN SMILES: C[O:2][C:3](=[O:17])/[CH:4]=[CH:5]/[CH:6]=[C:7](/[C:9]1[CH:14]=[CH:13][C:12]([O:15][CH3:16])=[CH:11][CH:10]=1)\[CH3:8].[OH-].[Na+]>CO>[CH3:16][O:15][C:12]1[CH:11]=[CH:10][C:9](/[C:7](/[CH3:8])=[CH:6]/[CH:5]=[CH:4]/[C:3]([OH:17])=[O:2])=[CH:14][CH:13]=1 |f:1.2|. Procedure: As described in Example 99, (E,E)-5-(4-methoxyphenyl)-2,4-hexadienoic acid methyl ester (6.8 g) was saponified in a refluxing mixture of methanol (30 mL) and 2N NaOH (30 mL). After 2.5 hours the reaction was worked up in the normal manner to give 6.1 g of (E,E)-5-(4-methoxyphenyl)-2,4-hexadienoic acid. Crystallization of a portion from 2-propanol furnished the analytical sample, mp 174°-177° C.